This data is from the Open Reaction Database (ORD), a public repository of structured organic reaction records. The task is: describe an organic reaction: reactants, conditions, products, and yield The reactants are ClCCCC(=O)OCC (ethyl gamma-chlorobutyrate), C(C(C)C)NCC(C)C (diisobutylamine). The reagents and catalysts are [I-].[Na+] (sodium iodide). The solvent is C=1(C(=CC=CC1)C)C (xylene). Product: C(C(C)C)N(CCCC(=O)OCC)CC(C)C (Ethyl 4-diisobutylaminobutyrate). The yield is 39.4%. RXN SMILES: Cl[CH2:2][CH2:3][CH2:4][C:5]([O:7][CH2:8][CH3:9])=[O:6].[CH2:10]([NH:14][CH2:15][CH:16]([CH3:18])[CH3:17])[CH:11]([CH3:13])[CH3:12]>[I-].[Na+].C1(C)C(C)=CC=CC=1>[CH2:10]([N:14]([CH2:15][CH:16]([CH3:18])[CH3:17])[CH2:2][CH2:3][CH2:4][C:5]([O:7][CH2:8][CH3:9])=[O:6])[CH:11]([CH3:13])[CH3:12] |f:2.3|. Procedure: To 180 ml of xylene were added 176 grams of ethyl gamma-chlorobutyrate, 302.2 grams of diisobutylamine and 6.0 grams of sodium iodide and the mixture was heated to reflux on an oil bath of 120° to 140° C. for 62 hours. After cooling, salts separated out therefrom were removed by filtration, the filtrate was washed with ether, concentrated, and the residue was distilled in vacuo to give 112 grams of the colorless oily product, b.p. 102-6° C./2 mmHg. Starting materials: CN1CC[C@]23C4=C5C=CC(=C4O[C@H]2C(=O)CC[C@H]3[C@H]1C5)OC.C(C(C(=O)O)O)(C(=O)O)O (hydrocodone Bitartrate). The product is CN1CC[C@]23C4=C5C=CC(=C4O[C@H]2C(=O)CC[C@H]3[C@H]1C5)OC (Hydrocodone). Reaction SMILES: [CH3:1][N:2]1[C@@H:19]2[CH2:20][C:7]3[CH:8]=[CH:9][C:10]([O:21][CH3:22])=[C:11]4[O:12][C@H:13]5[C:14]([CH2:16][CH2:17][C@@H:18]2[C@:5]5([C:6]=34)[CH2:4][CH2:3]1)=[O:15].C(O)(C(O)=O)C(O)C(O)=O>O>[CH3:1][N:2]1[C@@H:19]2[CH2:20][C:7]3[CH:8]=[CH:9][C:10]([O:21][CH3:22])=[C:11]4[O:12][C@H:13]5[C:14]([CH2:16][CH2:17][C@@H:18]2[C@:5]5([C:6]=34)[CH2:4][CH2:3]1)=[O:15] |f:0.1|. Reported procedure: The Hydrocodone Resin Complex was prepared by first dissolving 450 g of hydrocodone Bitartrate in 8 kg of purified water, and then slowly adding 1,407 g of AMBERLITE™ IRP-69 resin with continuous mixing. The dispersion was mixed for 4 hours and upon completion, allowed to settle before decanting the supernatant. The slurring/decanting process was repeated twice with sufficient amounts of purified water. The wet resin complex was then dried in a VWR™ convection oven maintained at 50° C. until moi... Reaction conditions: temperature 50 celsius. Solvent: O (water). The reactants are FC(OC=1C=C(N)C=CC1)(F)F (3-trifluoromethoxyaniline), C(#N)C1=C(C=C(CN2C=NC=C2C=O)C=C1)OC (1-(4-cyano-3-methoxybenzyl)-5-imidazolecarboxaldehyde), Cl (hydrochloride). Yields the product Cl.FC(OC=1C=C(C=CC1)N1C(CNCC1)=O)(F)F (1-(3-trifluoromethoxy-phenyl)-2-piperazinone hydrochloride), Cl.Cl.FC(OC=1C=C(C=CC1)N1C(CN(CC1)CC1=CN=CN1CC1=CC(=C(C=C1)C#N)OC)=O)(F)F (1-(3-trifluoromethoxyphenyl)-4-[1-(4-cyano-3-methoxybenzyl)-5-imidazolyl methyl]-2-piperazinone dihydrochloride). Reaction SMILES: [F:1][C:2]([F:12])([F:11])[O:3][C:4]1[CH:5]=[C:6]([CH:8]=[CH:9][CH:10]=1)[NH2:7].[ClH:13].[C:14]([C:16]1[CH:29]=[CH:28][C:19]([CH2:20][N:21]2[C:25]([CH:26]=[O:27])=[CH:24][N:23]=[CH:22]2)=[CH:18][C:17]=1[O:30][CH3:31])#[N:15]>>[ClH:13].[F:1][C:2]([F:11])([F:12])[O:3][C:4]1[CH:5]=[C:6]([N:7]2[CH2:19][CH2:20][NH:21][CH2:25][C:26]2=[O:27])[CH:8]=[CH:9][CH:10]=1.[ClH:13].[ClH:13].[F:1][C:2]([F:11])([F:12])[O:3][C:4]1[CH:5]=[C:6]([N:7]2[CH2:19][CH2:20][N:21]([CH2:26][C:25]3[N:21]([CH2:20][C:19]4[CH:28]=[CH:29][C:16]([C:14]#[N:15])=[C:17]([O:30][CH3:31])[CH:18]=4)[CH:22]=[N:23][CH:24]=3)[CH2:25][C:26]2=[O:27])[CH:8]=[CH:9][CH:10]=1 |f:3.4,5.6.7|. Reported procedure: 1-(3-trifluoromethoxy-phenyl)-2-piperazinone hydrochloride was prepared from 3-trifluoromethoxyaniline using Steps F-J of Example 1. This amine (1.75 g, 5.93 mmol) was coupled to the aldehyde from Step I of Example 6 (1.57 g, 6.52 mmol) using the procedure outlined in Step H of Example 1. Purification by flash column chromatography through silica gel (60%-100% acetone CH2Cl2) and conversion of the resulting white foam to its dihydrochloride salt provided the titled product as a white powder. Starting materials: BrC1=C(N=C(O1)C1CC1)COC1=CC=C(C(=O)OC)C=C1 (Methyl 4-[(5-bromo-2-cyclopropyl-1,3-oxazol-4-yl)methoxy]benzoate), ClC=1C=CC(=NC1)S (5-chloropyridine-2-thiol), CN(CC(=O)O)C (N,N-dimethylglycine), [O-]P(=O)([O-])[O-].[K+].[K+].[K+] (K3PO4). Reagents/catalysts: [Cu]I (CuI). The solvent is CN(C)C=O (DMF). Reaction conditions: temperature 120 celsius. The product is ClC=1C=CC(=NC1)SC1=C(N=C(O1)C1CC1)COC1=CC=C(C(=O)OC)C=C1 (methyl 4-({5-[(5-chloropyridin-2-yl)sulfanyl]-2-cyclopropyl-1,3-oxazol-4-yl}methoxy)benzoate). As a reaction SMILES: [Cl:1][C:2]1[CH:3]=[CH:4][C:5]([SH:8])=[N:6][CH:7]=1.CN(C)CC(O)=O.[O-]P([O-])([O-])=O.[K+].[K+].[K+].Br[C:25]1[O:29][C:28]([CH:30]2[CH2:32][CH2:31]2)=[N:27][C:26]=1[CH2:33][O:34][C:35]1[CH:44]=[CH:43][C:38]([C:39]([O:41][CH3:42])=[O:40])=[CH:37][CH:36]=1>[Cu]I.CN(C=O)C>[Cl:1][C:2]1[CH:3]=[CH:4][C:5]([S:8][C:25]2[O:29][C:28]([CH:30]3[CH2:32][CH2:31]3)=[N:27][C:26]=2[CH2:33][O:34][C:35]2[CH:44]=[CH:43][C:38]([C:39]([O:41][CH3:42])=[O:40])=[CH:37][CH:36]=2)=[N:6][CH:7]=1 |f:2.3.4.5|. Procedure: An oven-dried flask was charged with CuI (0.004 g, 0.02 mmol), 5-chloropyridine-2-thiol (0.015 g, 0.10 mmol), N,N-dimethylglycine (0.002 g, 0.02 mmol) and K3PO4 (0.048 g, 0.23 mmol), evacuated and backfilled with N2. Methyl 4-[(5-bromo-2-cyclopropyl-1,3-oxazol-4-yl)methoxy]benzoate (0.036 g, 0.10 mmol) and DMF (0.5 ml) was added under N2. The reaction mixture was heated at 120° C. overnight. The reaction was cooled to rt and filtered through a pad of silica gel eluting with EtOAc. The filtrate w... The reactants are C(C)OC(C1=CC(=C(C=C1)[N+](=O)[O-])F)=O (3-fluoro-4-nitro-benzoic acid ethyl ester), CN (methylamine). The solvent is CN(C)C=O (DMF), C1CCOC1 (THF). Yields the product C(C)OC(C1=CC(=C(C=C1)[N+](=O)[O-])NC)=O (3-Methylamino-4-nitro-benzoic acid ethyl ester). Reaction SMILES: [CH2:1]([O:3][C:4](=[O:15])[C:5]1[CH:10]=[CH:9][C:8]([N+:11]([O-:13])=[O:12])=[C:7](F)[CH:6]=1)[CH3:2].[CH3:16][NH2:17]>C1COCC1.CN(C=O)C>[CH2:1]([O:3][C:4](=[O:15])[C:5]1[CH:10]=[CH:9][C:8]([N+:11]([O-:13])=[O:12])=[C:7]([NH:17][CH3:16])[CH:6]=1)[CH3:2]. Reported procedure: 3-Methylamino-4-nitro-benzoic acid ethyl ester (2.8 g) was prepared by following General Procedure A starting from 3-fluoro-4-nitro-benzoic acid ethyl ester (3 g) and 2 M methylamine in THF (15 mL) in DMF (15 mL). Starting materials: CC(C)(C)OC(=O)NC(CO)COCc1ccccc1, CS(=O)(=O)Cl, CCOC(C)=O, CCN(C(C)C)C(C)C, ClCCl, [N-]=[N+]=[N-], [Na+], CN(C)C=O, O. Yields the product CC(C)(C)OC(=O)NC(CN=[N+]=[N-])COCc1ccccc1. RXN SMILES: [CH2:1]([c:2]1[cH:3][cH:4][cH:5][cH:6][cH:7]1)[O:8][CH2:9][CH:10]([CH2:11][OH:12])[NH:13][C:14]([O:15][C:16]([CH3:17])([CH3:18])[CH3:19])=[O:20].[CH3:21][S:22](=[O:23])(=[O:24])[Cl:25].[CH3:42][CH2:43][O:44][C:45]([CH3:46])=[O:47].[CH:26]([N:27]([CH2:28][CH3:29])[CH:30]([CH3:31])[CH3:32])([CH3:33])[CH3:34].[Cl:39][CH2:40][Cl:41].[N-:35]=[N+:36]=[N-:37].[Na+:38].[O:49]=[CH:50][N:51]([CH3:52])[CH3:53].[OH2:48]>>[CH2:1]([c:2]1[cH:3][cH:4][cH:5][cH:6][cH:7]1)[O:8][CH2:9][CH:10]([CH2:11][N:35]=[N+:36]=[N-:37])[NH:13][C:14]([O:15][C:16]([CH3:17])([CH3:18])[CH3:19])=[O:20]. Starting materials: F[B-](F)(F)F, CN(C)Cc1nc2ccccc2n1-c1ccc(C(=O)O)cc1C(F)(F)F, CS(C)=O, CO, CCN(C(C)C)C(C)C, CC(N)c1nc2cc(Cl)ccc2[nH]1, Cl, ClCCl, CN(C)C(On1nnc2ccccc21)=[N+](C)C. Product: CC(NC(=O)c1ccc(-n2c(CN(C)C)nc3ccccc32)c(C(F)(F)F)c1)c1nc2cc(Cl)ccc2[nH]1. RXN SMILES: [B-:27]([F:28])([F:29])([F:30])[F:31].[CH3:1][N:2]([CH3:3])[CH2:4][c:5]1[n:6][c:7]2[c:8]([n:9]1-[c:10]1[c:11]([C:19]([F:20])([F:21])[F:22])[cH:12][c:13]([C:14](=[O:15])[OH:16])[cH:17][cH:18]1)[cH:23][cH:24][cH:25][cH:26]2.[CH3:72][S:73]([CH3:74])=[O:75].[CH3:76][OH:77].[CH:49]([N:50]([CH:51]([CH3:52])[CH3:53])[CH2:54][CH3:55])([CH3:56])[CH3:57].[Cl:58][c:59]1[cH:60][c:61]2[c:62]([nH:63][c:64]([CH:66]([CH3:67])[NH2:68])[n:65]2)[cH:69][cH:70]1.[Cl:71].[Cl:78][CH2:79][Cl:80].[n:32]1([O:33][C:34]([N:35]([CH3:36])[CH3:37])=[N+:38]([CH3:39])[CH3:40])[c:41]2[cH:42][cH:43][cH:44][cH:45][c:46]2[n:47][n:48]1>>[CH3:1][N:2]([CH3:3])[CH2:4][c:5]1[n:6][c:7]2[c:8]([n:9]1-[c:10]1[c:11]([C:19]([F:20])([F:21])[F:22])[cH:12][c:13]([C:14](=[O:16])[NH:68][CH:66]([c:64]3[nH:63][c:62]4[c:61]([cH:60][c:59]([Cl:58])[cH:70][cH:69]4)[n:65]3)[CH3:67])[cH:17][cH:18]1)[cH:23][cH:24][cH:25][cH:26]2. Reactants: B(F)(F)F (Boron trifluoride), C(C)(=O)[O-].[Na+] (sodium acetate), CC1=C(O)C=CC(=C1C)O (2,3-dimethylhydroquinone), C(CCCCCCCCCCCCC)(=O)O (myristic acid). The solvent is C1=CC=CC=C1 (benzine), C(Cl)Cl (methylene chloride). Run at temperature 50 celsius, time 8 hour. Yields the product CC1=C(O)C(=CC(=C1C)O)C(CCCCCCCCCCCCC)=O (2,3-dimethyl-6-tetradecanoyl-hydroquinone). As a reaction SMILES: B(F)(F)F.[CH3:5][C:6]1[C:12]([CH3:13])=[C:11]([OH:14])[CH:10]=[CH:9][C:7]=1[OH:8].[C:15](O)(=[O:29])[CH2:16][CH2:17][CH2:18][CH2:19][CH2:20][CH2:21][CH2:22][CH2:23][CH2:24][CH2:25][CH2:26][CH2:27][CH3:28].C([O-])(=O)C.[Na+]>C1C=CC=CC=1.C(Cl)Cl>[CH3:5][C:6]1[C:12]([CH3:13])=[C:11]([OH:14])[CH:10]=[C:9]([C:15](=[O:29])[CH2:16][CH2:17][CH2:18][CH2:19][CH2:20][CH2:21][CH2:22][CH2:23][CH2:24][CH2:25][CH2:26][CH2:27][CH3:28])[C:7]=1[OH:8] |f:3.4|. Procedure details: Boron trifluoride was introduced with vigorous refluxing (bath temperature 50° C.) into a mixture of 138 g (1 mole) of 2,3-dimethylhydroquinone, 370 g (1.62 moles) of myristic acid and 700 ml of methylene chloride until saturation. After standing overnight the reaction mixture was decomposed by pouring into 3 l of a 10% by weight sodium acetate solution with stirring. The methylene chloride was evaporated by means of steam. The residual oily layer solidified after cooling to a melt cake that was... Starting materials: O[C@@]12[C@]3(CCC(C=C3CC[C@H]1[C@@H]1CCC([C@@]1(C)CC2)=O)=O)C (9α-Hydroxyandrostenedione), CS(=O)(=O)O (methanesulfonic acid), CS(=O)(=O)O (methanesulfonic acid). Run in O (water). Run at time 2 hour. Yields the product C[C@@]12C(CC[C@H]1[C@@H]1CCC3=CC(CC[C@]3(C)C1=CC2)=O)=O (androsta-4,9(11)-diene-3,17-dione). RXN SMILES: O[C@:2]12[CH2:19][CH2:18][C@@:16]3([CH3:17])[C@@H:12]([CH2:13][CH2:14][C:15]3=[O:20])[C@@H:11]1[CH2:10][CH2:9][C:8]1[C@:3]2([CH3:22])[CH2:4][CH2:5][C:6](=[O:21])[CH:7]=1.CS(O)(=O)=O>O>[CH3:17][C@:16]12[CH2:18][CH:19]=[C:2]3[C@@H:11]([CH2:10][CH2:9][C:8]4[C@:3]3([CH3:22])[CH2:4][CH2:5][C:6](=[O:21])[CH:7]=4)[C@@H:12]1[CH2:13][CH2:14][C:15]2=[O:20]. Procedure: 9α-Hydroxyandrostenedione (280 mg.; 302 mg. of 92.7% purity) is added to a solution of water (3 ml.) and methanesulfonic acid (1 ml.) and stirred at 22° for 2 hours. Additional methanesulfonic acid (1 ml.) is added and stirred for 6 hours with heating to 68°. The reaction mixture is quenched by addition of water (20 ml.) and benzene (20 ml.). Work-up gives androsta-4,9(11)-diene-3,17-dione, 147 mg. (55.7% chemical yield); m.p. 186°-194°. GC (Example 1) shows an androsta-4,9(11)-diene-3,17-dione/... Starting materials: O.N1C(=NC2=C1C=CC=C2)SCC2=CC=CC(=N2)N.N2C(=NC1=C2C=CC=C1)SCC1=CC=CC(=N1)N (6-[(1H-benzimidazol-2-ylthio)methyl]-2-pyridinamine hemihydrate), ClCC=O (chloroacetaldehyde), C([O-])(O)=O.[Na+] (sodium bicarbonate). Run in C(C)O (ethanol). Yields the product N=1C=CN2C1C=CC=C2CSC2=NC1=C(N2)C=CC=C1 (2-[(imidazo[1,2-a]pyridin-5-ylmethyl)thio]-1H-benzimidazole). The yield is 93.7%. As a reaction SMILES: O.[NH:2]1[C:6]2[CH:7]=[CH:8][CH:9]=[CH:10][C:5]=2[N:4]=[C:3]1[S:11][CH2:12][C:13]1[N:18]=[C:17]([NH2:19])[CH:16]=[CH:15][CH:14]=1.N1[C:24]2C=CC=C[C:23]=2N=C1SCC1N=C(N)C=CC=1.ClCC=O.C(=O)(O)[O-].[Na+]>C(O)C>[N:19]1[CH:23]=[CH:24][N:18]2[C:13]([CH2:12][S:11][C:3]3[NH:4][C:5]4[CH:10]=[CH:9][CH:8]=[CH:7][C:6]=4[N:2]=3)=[CH:14][CH:15]=[CH:16][C:17]=12 |f:0.1.2,4.5|. Procedure: To a cold (ca. 0°) solution of 86.4 g (0.88 mole) of 2-amino-6-methylpyridine and 101 g (0.96 mole) of triethylamine in 1.0 liter of dichloromethane was added dropwise a solution of 106.1 g (0.88 mole) of trimethylacetyl chloride in 100 ml of dichloromethane. After stirring an hour after addition was completed, the mixture was poured into water and the layers separated. The aqueous layer was extracted with dichloromethane. The organic layers were combined and washed with water, dried over magnes...